This data is from the Open Reaction Database (ORD), a public repository of structured organic reaction records. The task is: describe an organic reaction: reactants, conditions, products, and yield Starting materials: ClC1=C(C=C(C=C1)[C@]1(O)[C@H](OC(C)=O)[C@@H](OC(C)=O)[C@H](OC(C)=O)[C@H](O1)COC(C)=O)CC1=CC=C(C=C1)OC1(CCCC1)C(=O)O (1-chloro-4-(2,3,4,6-tetra-O-acetyl-β-D-glucopyranos-1-yl)-2-[4-(1-hydroxycarbonyl-cyclopent-1-yloxy)-benzyl]-benzene), C(C(=O)Cl)(=O)Cl (oxalyl chloride). Solvent: ClCCl (dichloromethane). Conditions: time 4 hour. Yields the product ClC1=C(C=C(C=C1)[C@]1(O)[C@H](OC(C)=O)[C@@H](OC(C)=O)[C@H](OC(C)=O)[C@H](O1)COC(C)=O)CC1=CC=C(C=C1)OC1(CCCC1)CO (1-Chloro-4-(2,3,4,6-tetra-O-acetyl-β-D-glucopyranos-1-yl)-2-[4-(1-hydroxymethyl-cyclopent-1-yloxy)-benzyl]-benzene). Reaction SMILES: [Cl:1][C:2]1[CH:7]=[CH:6][C:5]([C@:8]2([O:26][C@H:25]([CH2:27][O:28][C:29](=[O:31])[CH3:30])[C@@H:20]([O:21][C:22](=[O:24])[CH3:23])[C@H:15]([O:16][C:17](=[O:19])[CH3:18])[C@H:10]2[O:11][C:12](=[O:14])[CH3:13])[OH:9])=[CH:4][C:3]=1[CH2:32][C:33]1[CH:38]=[CH:37][C:36]([O:39][C:40]2([C:45](O)=[O:46])[CH2:44][CH2:43][CH2:42][CH2:41]2)=[CH:35][CH:34]=1.C(Cl)(=O)C(Cl)=O>ClCCl>[Cl:1][C:2]1[CH:7]=[CH:6][C:5]([C@:8]2([O:26][C@H:25]([CH2:27][O:28][C:29](=[O:31])[CH3:30])[C@@H:20]([O:21][C:22](=[O:24])[CH3:23])[C@H:15]([O:16][C:17](=[O:19])[CH3:18])[C@H:10]2[O:11][C:12](=[O:14])[CH3:13])[OH:9])=[CH:4][C:3]=1[CH2:32][C:33]1[CH:38]=[CH:37][C:36]([O:39][C:40]2([CH2:45][OH:46])[CH2:44][CH2:43][CH2:42][CH2:41]2)=[CH:35][CH:34]=1. Procedure details: To a solution of 1-chloro-4-(2,3,4,6-tetra-O-acetyl-β-D-glucopyranos-1-yl)-2-[4-(1-hydroxycarbonyl-cyclopent-1-yloxy)-benzyl]-benzene (1.50 g) in dichloromethane (7 mL) cooled in an ice-bath is added oxalyl chloride (1 mL). The solution is stirred at ambient temperature for 4 h and then concentrated under reduced pressure. The residue is dissolved in dry tetrahydrofuran (4 mL), cooled in an ice-bath and treated with sodium borohydride (86 mg). The resultant mixture is stirred at room temperature... Reactants: [Na+].C(C(C)C)C1=CC=C(C=C1)CC(=O)[O-] (p-isobutylphenylacetic acid sodium salt), ClC1=C(CCl)C=CC=C1 (o-chlorobenzyl chloride). Run in CN(C=O)C (dimethylformamide). Product: ClC1=C(COC(CC2=CC=C(C=C2)CC(C)C)=O)C=CC=C1 (p-isobutylphenylacetic acid-2-chlorobenzyl ester). The yield is 73.4%. RXN SMILES: [Na+].[CH2:2]([C:6]1[CH:11]=[CH:10][C:9]([CH2:12][C:13]([O-:15])=[O:14])=[CH:8][CH:7]=1)[CH:3]([CH3:5])[CH3:4].[Cl:16][C:17]1[CH:24]=[CH:23][CH:22]=[CH:21][C:18]=1[CH2:19]Cl>CN(C)C=O>[Cl:16][C:17]1[CH:24]=[CH:23][CH:22]=[CH:21][C:18]=1[CH2:19][O:14][C:13](=[O:15])[CH2:12][C:9]1[CH:8]=[CH:7][C:6]([CH2:2][CH:3]([CH3:5])[CH3:4])=[CH:11][CH:10]=1 |f:0.1|. Reported procedure: To a solution of 3.5 g of p-isobutylphenylacetic acid sodium salt in 20 ml of dimethylformamide was added 5.9 g of o-chlorobenzyl chloride, and the mixture was heated under reflux for 5 hours. After the reaction was complete, the mixture was cooled to produce an inorganic substance, which was then removed by filtration. The filtrate was freed of dimethylformamide by distillation in vacuo to give an oily product. Distillation of this product in vacuo yielded 3.8 g of p-isobutylphenylacetic acid-2...